From a dataset of the Open Reaction Database (ORD), a public repository of structured organic reaction records. describe an organic reaction: reactants, conditions, products, and yield Reactants: C1CNCCN1, CCCCO, Cn1c(Cl)nc2cc(F)ccc21. Product: Cn1c(N2CCNCC2)nc2cc(F)ccc21. RXN SMILES: [CH2:13]1[CH2:14][NH:15][CH2:16][CH2:17][NH:18]1.[CH2:19]([OH:20])[CH2:21][CH2:22][CH3:23].[Cl:1][c:2]1[n:3][c:4]2[c:5]([n:6]1[CH3:7])[cH:8][cH:9][c:10]([F:12])[cH:11]2>>[c:2]1([N:15]2[CH2:14][CH2:13][NH:18][CH2:17][CH2:16]2)[n:3][c:4]2[c:5]([n:6]1[CH3:7])[cH:8][cH:9][c:10]([F:12])[cH:11]2.